Dataset: the Open Reaction Database (ORD), a public repository of structured organic reaction records. Task: describe an organic reaction: reactants, conditions, products, and yield Starting materials: BrC(C=1C=C(C(=NC1)C(=O)OC)C(=O)OC)Br (dimethyl 5-dibromomethyl-2,3-pyridinedicarboxylate), N(=NC(C#N)(C)C)C(C#N)(C)C (2,2'-azobisisobutyronitrile), CC=1C=C(C(=NC1)C(=O)OC)C(=O)OC (dimethyl 5-methyl-2,3-pyridinedicarboxylate), CC=1C=C(C(=NC1)C(=O)OC)C(=O)OC (dimethyl 5-methyl-2,3-pyridinedicarboxylate), BrN1C(CCC1=O)=O (N-bromosuccinimide), N(=NC(C#N)(C)C)C(C#N)(C)C (2,2'-azobisisobutyronitrile). The solvent is C(Cl)(Cl)(Cl)Cl (carbon tetrachloride). Reaction conditions: temperature 80 celsius. Product: BrCC=1C=C(C(=NC1)C(=O)OC)C(=O)OC (Dimethyl 5-(bromomethyl)-2,3-pyridine-dicarboxylate). The yield is 57.0%. RXN SMILES: CC1C=C(C(OC)=O)C(C(OC)=O)=NC=1.BrN1C(=O)CCC1=O.N(C(C)(C)C#N)=NC(C)(C)C#N.[Br:36][CH:37](Br)[C:38]1[CH:39]=[C:40]([C:48]([O:50][CH3:51])=[O:49])[C:41]([C:44]([O:46][CH3:47])=[O:45])=[N:42][CH:43]=1>C(Cl)(Cl)(Cl)Cl>[Br:36][CH2:37][C:38]1[CH:39]=[C:40]([C:48]([O:50][CH3:51])=[O:49])[C:41]([C:44]([O:46][CH3:47])=[O:45])=[N:42][CH:43]=1. Procedure: A mixture of dimethyl 5-methyl-2,3-pyridinedicarboxylate (30.0 g, 0.143 mol), N-bromosuccinimide (32.0 g, 0.18 mol) and 2,2'-azobisisobutyronitrile (0.9 g, 0.0055 mol) in carbon tetrachloride (200 mL) is heated at 80° C. for 1.5 hours. Additional 2,2'-azobisisobutyronitrile (0.9 g, 0.0055 mol) is added and the reaction mixture is heated at reflux for 2 hours, cooled to room temperature and filtered. The filter cake is washed with carbon tetrachloride. The filtrate and wash are combined, washed w... The reactants are COC1=CC2=C(SC3=C(CC2)C(=CC=C3)C#N)C=C1 (2-methoxy-9-cyano-10,11-dihydrodibenzo[b,f]thiepin), [OH-].[Na+] (sodium hydroxide), O (water). Run in C(COCCO)O (diethylene glycol). Run at temperature 200 celsius, time 16 hour. Product: OC1=CC2=C(SC3=C(CC2)C(=CC=C3)C(=O)O)C=C1 (2-hydroxy-9-carboxy-10,11-dihydrodibenzo[b,f]thiepin). Yield: 46.0%. As a reaction SMILES: [OH-:1].[Na+].C[O:4][C:5]1[CH:21]=[CH:20][C:8]2[S:9][C:10]3[CH:17]=[CH:16][CH:15]=[C:14]([C:18]#N)[C:11]=3[CH2:12][CH2:13][C:7]=2[CH:6]=1.[OH2:22]>C(O)COCCO>[OH:4][C:5]1[CH:21]=[CH:20][C:8]2[S:9][C:10]3[CH:17]=[CH:16][CH:15]=[C:14]([C:18]([OH:22])=[O:1])[C:11]=3[CH2:12][CH2:13][C:7]=2[CH:6]=1 |f:0.1|. Procedure: An amount of 2.2 g of sodium hydroxide was dissolved in 30 ml of diethylene glycol by application of heat and to the mixture was added 2.2 g of 2-methoxy-9-cyano-10,11-dihydrodibenzo[b,f]thiepin and the resulting mixture was stirred at 200° C. for 16 hours. After cooling, to the mixture was added water and the mixture was extracted with ethyl acetate. The aqueous layer was acidified with conc. hydrochloric acid and extracted with ethyl acetate. This extract was washed with saturated sodium chlor... Reactants: FC=1C=C(CN2N=CC3=CC(=CC=C23)NC2=NC=NC3=CC=CC(=C23)O[C@H](C(=O)O)C)C=CC1 ((2S)-2-[(4-{[1-(3-fluorobenzyl)-1H-indazol-5-yl]amino}quinazolin-5-yl)oxy]propanoic acid), N1CCOCC1 (morpholine). Yields the product FC=1C=C(CN2N=CC3=CC(=CC=C23)NC2=NC=NC3=CC=CC(=C23)O[C@H](C(=O)N2CCOCC2)C)C=CC1 (N-[1-(3-fluorobenzyl)-1H-indazol-5-yl]-5-[(1S)-1-methyl-2-morpholin-4-yl-2-oxoethoxy]quinazolin-4-amine). Isolated yield 26.0%. As a reaction SMILES: [F:1][C:2]1[CH:3]=[C:4]([CH:32]=[CH:33][CH:34]=1)[CH2:5][N:6]1[C:14]2[C:9](=[CH:10][C:11]([NH:15][C:16]3[C:25]4[C:20](=[CH:21][CH:22]=[CH:23][C:24]=4[O:26][C@@H:27]([CH3:31])[C:28](O)=[O:29])[N:19]=[CH:18][N:17]=3)=[CH:12][CH:13]=2)[CH:8]=[N:7]1.[NH:35]1[CH2:40][CH2:39][O:38][CH2:37][CH2:36]1>>[F:1][C:2]1[CH:3]=[C:4]([CH:32]=[CH:33][CH:34]=1)[CH2:5][N:6]1[C:14]2[C:9](=[CH:10][C:11]([NH:15][C:16]3[C:25]4[C:20](=[CH:21][CH:22]=[CH:23][C:24]=4[O:26][C@@H:27]([CH3:31])[C:28]([N:35]4[CH2:40][CH2:39][O:38][CH2:37][CH2:36]4)=[O:29])[N:19]=[CH:18][N:17]=3)=[CH:12][CH:13]=2)[CH:8]=[N:7]1. Procedure: Using the same procedure as in Example 44, (2S)-2-[(4-{[1-(3-fluorobenzyl)-1H-indazol-5-yl]amino}quinazolin-5-yl)oxy]propanoic acid (400 mg, 0.87 mmol) was reacted with morpholine to give the title compound as a white solid (120 mg, 26%); NMR Spectrum 1.58 (d, 3H), 3.46-3.73 (m, 8H), 5.70 (s, 2H), 5.88 (q, 1H), 7.04-7.12 (m, 3H), 7.29 (d, 1H), 7.34-7.37 (m, 2H), 7.72-7.75 (m, 2H), 7.86 (d, 1H), 8.16 (s, 1H), 8.51 (s, 1H), 8.54 (s, 1H), 11.13 (br s, 1H); Mass spectrum MH+ 527. Starting materials: CC(C)(C)OC(=O)CC(=O)OCc1ccccc1, CN(C)C=O, CSCCCl, [H-], [Na+], O. The product is CSCCC(C(=O)OCc1ccccc1)C(=O)OC(C)(C)C. RXN SMILES: [C:3]([CH2:4][C:5](=[O:6])[O:7][CH2:8][c:9]1[cH:10][cH:11][cH:12][cH:13][cH:14]1)(=[O:15])[O:16][C:17]([CH3:18])([CH3:19])[CH3:20].[CH3:27][N:28]([CH3:29])[CH:30]=[O:31].[Cl:21][CH2:22][CH2:23][S:24][CH3:25].[H-:1].[Na+:2].[OH2:26]>>[C:3]([CH:4]([C:5](=[O:6])[O:7][CH2:8][c:9]1[cH:10][cH:11][cH:12][cH:13][cH:14]1)[CH2:22][CH2:23][S:24][CH3:25])(=[O:15])[O:16][C:17]([CH3:18])([CH3:19])[CH3:20]. Reactants: C(C)N(C(CN(C(CN1C(C=2C(C1=O)=CC=CC2)=O)=O)C2=CC=CC=C2)=O)C2=CC=CC=C2 (N-ethyl-N-phenyl-2-(N-phenyl-2-phthalimidoacetamido)acetamide), O.NN (hydrazine hydrate), CC=1C=C(C=CC1)N=C=O (3-methylphenyl isocyanate). Product: C(C)N(C(CN(C(CNC(=O)NC1=CC(=CC=C1)C)=O)C1=CC=CC=C1)=O)C1=CC=CC=C1 (N-ethyl-N-phenyl-2-{2-[3-(3-methylphenyl)ureido]-N-phenylacetamido}acetamide). The yield is 30.5%. As a reaction SMILES: [CH2:1]([N:3]([C:28]1[CH:33]=[CH:32][CH:31]=[CH:30][CH:29]=1)[C:4](=[O:27])[CH2:5][N:6]([C:21]1[CH:26]=[CH:25][CH:24]=[CH:23][CH:22]=1)[C:7](=[O:20])[CH2:8][N:9]1C(=O)C2=CC=CC=C2[C:10]1=[O:19])[CH3:2].O.NN.[CH3:37][C:38]1[CH:39]=[C:40]([N:44]=C=O)[CH:41]=[CH:42][CH:43]=1>>[CH2:1]([N:3]([C:28]1[CH:33]=[CH:32][CH:31]=[CH:30][CH:29]=1)[C:4](=[O:27])[CH2:5][N:6]([C:21]1[CH:22]=[CH:23][CH:24]=[CH:25][CH:26]=1)[C:7](=[O:20])[CH2:8][NH:9][C:10]([NH:44][C:40]1[CH:41]=[CH:42][CH:43]=[C:38]([CH3:37])[CH:39]=1)=[O:19])[CH3:2] |f:1.2|. Reported procedure: The procedure is analogous to that described in Example 23, but 3.1 g of N-ethyl-N-phenyl-2-(N-phenyl-2-phthalimidoacetamido)acetamide, 0.4 g of hydrazine hydrate and 0.54 g of 3-methylphenyl isocyanate are used as the starting material. The product obtained is purified by chromatography on 20 g of silica (0.065-0.200 mm) contained in a column 1.7 cm in diameter [eluent: methylene chloride], collecting 20 cm3 fractions. Fractions 10 to 23 are combined and concentrated to dryness under reduced pr... Reactants: Cl (hydrochloric acid), C(=O)NC=1SC=C(N1)C(C(=O)NC1[C@@H]2N(C(=C(CS2)CSC2=NN=NN2CCNC(=O)OC(C)(C)C)C(=O)O)C1=O)=NOCCNC(=O)OC(C)(C)C (7-[2-(2-formamidothiazol-4-yl)-2-(2-tert-butoxycarbonylaminoethoxyimino)acetamido]-3-[1-(2-tert-butoxycarbonylaminoethyl)-1H-tetrazol-5-yl]thiomethyl-3-cephem-4-carboxylic acid). Solvent: CO (methanol). Reaction conditions: time 2 hour. Product: Cl.Cl.Cl.NC=1SC=C(N1)C(C(=O)NC1[C@@H]2N(C(=C(CS2)CSC2=NN=NN2CCN)C(=O)O)C1=O)=NOCCN (7-[2-(2-aminothiazol-4-yl)-2-(2-aminoethoxyimino)acetamido]-3-[1-(2-aminoethyl)-1H-tetrazol-5-yl]thiomethyl-3-cephem-4-carboxylic acid trihydrochloride). Isolated yield 94.0%. RXN SMILES: [ClH:1].C([NH:4][C:5]1[S:6][CH:7]=[C:8]([C:10](=[N:43][O:44][CH2:45][CH2:46][NH:47]C(OC(C)(C)C)=O)[C:11]([NH:13][CH:14]2[C:41](=[O:42])[N:16]3[C:17]([C:38]([OH:40])=[O:39])=[C:18]([CH2:21][S:22][C:23]4[N:27]([CH2:28][CH2:29][NH:30]C(OC(C)(C)C)=O)[N:26]=[N:25][N:24]=4)[CH2:19][S:20][C@H:15]23)=[O:12])[N:9]=1)=O>CO>[ClH:1].[ClH:1].[ClH:1].[NH2:4][C:5]1[S:6][CH:7]=[C:8]([C:10](=[N:43][O:44][CH2:45][CH2:46][NH2:47])[C:11]([NH:13][CH:14]2[C:41](=[O:42])[N:16]3[C:17]([C:38]([OH:40])=[O:39])=[C:18]([CH2:21][S:22][C:23]4[N:27]([CH2:28][CH2:29][NH2:30])[N:26]=[N:25][N:24]=4)[CH2:19][S:20][C@H:15]23)=[O:12])[N:9]=1 |f:3.4.5.6|. Reported procedure: Conc. hydrochloric acid (3.2 g.) was added to a solution of 7-[2-(2-formamidothiazol-4-yl)-2-(2-tert-butoxycarbonylaminoethoxyimino)acetamido]-3-[1-(2-tert-butoxycarbonylaminoethyl)-1H-tetrazol-5-yl]thiomethyl-3-cephem-4-carboxylic acid (syn isomer, 3.5 g.) in methanol (50 ml.) and stirred at room temperature for 2 hours. After removing the solvent in vacuo, methanol was added to the residue. The mixture was concentrated in vacuo again. The precipitates were collected by filtration and washed wi... The reactants are C(C)(=O)OC(C=CC1N(C(CC1)=O)CC(CCCCC(=O)O)=O)CCCCC (7-[2-(3-acetoxy-1-octen-1-yl)-5-oxopyrrolidin-1-yl]-6-oxo-1-heptanoic acid), C([O-])([O-])=O.[K+].[K+] (potassium carbonate), Cl (hydrochloric acid). Solvent: [Cl-].[Na+] (sodium chloride), CO (methanol). Run at time 5 hour. Product: OC(C=CC1N(C(CC1)=O)CC(CCCCC(=O)O)=O)CCCCC (7-[2-(3-hydroxy-1-octen-1-yl)-5-oxopyrrolidin-1-yl]-6-oxo-1-heptanoic acid). The yield is 79.2%. Reaction SMILES: C([O:4][CH:5]([CH2:24][CH2:25][CH2:26][CH2:27][CH3:28])[CH:6]=[CH:7][CH:8]1[CH2:12][CH2:11][C:10](=[O:13])[N:9]1[CH2:14][C:15](=[O:23])[CH2:16][CH2:17][CH2:18][CH2:19][C:20]([OH:22])=[O:21])(=O)C.C(=O)([O-])[O-].[K+].[K+].Cl>CO.[Cl-].[Na+]>[OH:4][CH:5]([CH2:24][CH2:25][CH2:26][CH2:27][CH3:28])[CH:6]=[CH:7][CH:8]1[CH2:12][CH2:11][C:10](=[O:13])[N:9]1[CH2:14][C:15](=[O:23])[CH2:16][CH2:17][CH2:18][CH2:19][C:20]([OH:22])=[O:21] |f:1.2.3,6.7|. Procedure: To a solution of 13 (100 mg, 0.25 mmol) in methanol (3 mL) was added potassium carbonate (220 mg, 1.59 mmol). The reaction mixture was stirred at room temperature for five hours before it was acidified with 10% hydrochloric acid to pH 2. It was then diluted with saturated aqueous sodium chloride and extracted with ether three times. The combined ether layer was washed with saturated sodium chloride and dried over magnesium sulfate. Removal of the solvent afforded 70 mg of 7-[2-(3-hydroxy-1-octen...